This data is from the Open Reaction Database (ORD), a public repository of structured organic reaction records. The task is: describe an organic reaction: reactants, conditions, products, and yield Reported procedure: 55 g of hydrogen chloride were passed into 400 ml of isopropanol at room temperature, and 28 g (0.2 mole) of 2,5,6-trimethylcyclohex-2-en-1-one and 4 g (0.028 mole) of copper(I) oxide were added to the resulting solution. Thereafter, the reaction mixture was heated to 70° C., and 75 liters/hour of air were passed in for 3 hours, while stirring. Gas chromatographic analysis (2 m OV 17, 200° C.) then showed that 2,5,6-trimethylcyclohex-2-en-1-one was no longer present, and that 2,3,6-trimethylphen... The reagents and catalysts are [Cu-]=O (copper(I) oxide). Reactants: CC=1C(C(C(CC1)C)C)=O (2,5,6-trimethylcyclohex-2-en-1-one), Cl (hydrogen chloride), CC=1C(C(C(CC1)C)C)=O (2,5,6-trimethylcyclohex-2-en-1-one). Run in C(C)(C)O (isopropanol). Reaction SMILES: [ClH:1].[CH3:2][C:3]1[C:4](=[O:11])[CH:5]([CH3:10])[CH:6]([CH3:9])[CH2:7][CH:8]=1>[Cu-]=O.C(O)(C)C>[CH3:10][C:5]1[C:6]([CH3:9])=[CH:7][CH:8]=[C:3]([CH3:2])[C:4]=1[OH:11].[Cl:1][C:7]1[CH:8]=[C:3]([CH3:2])[C:4]([OH:11])=[C:5]([CH3:10])[C:6]=1[CH3:9]. Run at temperature 70 celsius. The product is CC1=C(C(=CC=C1C)C)O (2,3,6-trimethylphenol), ClC1=C(C(=C(C(=C1)C)O)C)C (4-chloro-2,3,6-trimethylphenol). Reactants: BrC1=C(C2=NC(=CC=C2N1C(=O)OC(C)(C)C)OC)CC(=O)OCC (tert-butyl 2-bromo-3-(2-ethoxy-2-oxoethyl)-5-methoxy-1H-pyrrolo[3,2-b]pyridine-1-carboxylate), C(CCC)C(=C(CCCC)CCCC)[Sn] (tributylvinyl tin). Reagents/catalysts: C=1C=CC(=CC1)[P](C=2C=CC=CC2)(C=3C=CC=CC3)[Pd]([P](C=4C=CC=CC4)(C=5C=CC=CC5)C=6C=CC=CC6)([P](C=7C=CC=CC7)(C=8C=CC=CC8)C=9C=CC=CC9)[P](C=1C=CC=CC1)(C=1C=CC=CC1)C=1C=CC=CC1 (tetrakis(triphenylphosphine)palladium(0)). Run in CN(C)C=O (DMF). Conditions: temperature 85 celsius. Product: C(C)OC(CC1=C(N(C=2C1=NC(=CC2)OC)C(=O)OC(C)(C)C)C=C)=O (tert-butyl 3-(2-ethoxy-2-oxoethyl)-5-methoxy-2-vinyl-1H-pyrrolo[3,2-b]pyridine-1-carboxylate). Yield: 66.6%. Reaction SMILES: Br[C:2]1[N:10]([C:11]([O:13][C:14]([CH3:17])([CH3:16])[CH3:15])=[O:12])[C:9]2[C:4](=[N:5][C:6]([O:18][CH3:19])=[CH:7][CH:8]=2)[C:3]=1[CH2:20][C:21]([O:23][CH2:24][CH3:25])=[O:22].[CH2:26](C([Sn])=C(CCCC)CCCC)[CH2:27]CC>CN(C=O)C.C1C=CC([P]([Pd]([P](C2C=CC=CC=2)(C2C=CC=CC=2)C2C=CC=CC=2)([P](C2C=CC=CC=2)(C2C=CC=CC=2)C2C=CC=CC=2)[P](C2C=CC=CC=2)(C2C=CC=CC=2)C2C=CC=CC=2)(C2C=CC=CC=2)C2C=CC=CC=2)=CC=1>[CH2:24]([O:23][C:21](=[O:22])[CH2:20][C:3]1[C:4]2=[N:5][C:6]([O:18][CH3:19])=[CH:7][CH:8]=[C:9]2[N:10]([C:11]([O:13][C:14]([CH3:17])([CH3:16])[CH3:15])=[O:12])[C:2]=1[CH:26]=[CH2:27])[CH3:25] |^1:27,49,51,70,89|. Procedure: Under a nitrogen atmosphere, tert-butyl 2-bromo-3-(2-ethoxy-2-oxoethyl)-5-methoxy-1H-pyrrolo[3,2-b]pyridine-1-carboxylate (207 mg, 0.5 mmol), tributylvinyl tin (175 μL, 0.6 mmol) and tetrakis(triphenylphosphine)palladium(0) (29 mg, 0.025 mmol) were combined in 10 mL of DMF, and the mixture was heated to 85° C. overnight. The reaction was allowed to cool to ambient temperature and was partitioned between ethyl acetate and water. The organic layer was separated and washed with 5% aqueous LiCl and ... Reactants: C1(=CC=CC=C1)N=C(C#C)SCC1=CC=CC=C1 (Benzyl N-phenylpropynthioimidate), FC1=CC=C(CS)C=C1 (4-fluorobenzylmercaptan), CC(C)([O-])C.[K+] (potassium t-butoxide). Solvent: C(Cl)(Cl)Cl (chloroform). Run at time 14 hour. Product: FC1=CC=C(CSC=CC(SCC2=CC=CC=C2)=NC2=CC=CC=C2)C=C1 (benzyl 3-(4-fluorobenzylthio)-N-phenyl-thioacrylimidate). Reaction SMILES: [C:1]1([N:7]=[C:8]([S:11][CH2:12][C:13]2[CH:18]=[CH:17][CH:16]=[CH:15][CH:14]=2)[C:9]#[CH:10])[CH:6]=[CH:5][CH:4]=[CH:3][CH:2]=1.[F:19][C:20]1[CH:27]=[CH:26][C:23]([CH2:24][SH:25])=[CH:22][CH:21]=1.CC(C)([O-])C.[K+]>C(Cl)(Cl)Cl>[F:19][C:20]1[CH:27]=[CH:26][C:23]([CH2:24][S:25][CH:10]=[CH:9][C:8](=[N:7][C:1]2[CH:2]=[CH:3][CH:4]=[CH:5][CH:6]=2)[S:11][CH2:12][C:13]2[CH:18]=[CH:17][CH:16]=[CH:15][CH:14]=2)=[CH:22][CH:21]=1 |f:2.3|. Procedure: Benzyl N-phenylpropynthioimidate (0.30 g) and 4-fluorobenzylmercaptan were dissolved to chloroform (15 ml), catalytic amount of potassium t-butoxide was added thereto under ice-cooling and stirred at room temperature for 14 hours. The reaction mixture was concentrated under reduced pressure. The residue was purified by silica gel column chromatography (hexane:ethyl acetate=15:1) to obtain benzyl 3-(4-fluorobenzylthio)-N-phenyl-thioacrylimidate (0.15 g) as light yellow oil. Starting materials: C(C1=CC=CC=C1)(C1=CC=CC=C1)(C1=CC=CC=C1)N1C=NC(=C1)COC=1C=C(C=CC1)N (3-(1-trityl-1H-imidazol-4-ylmethoxy)phenylamine), CS(=O)(=O)Cl (methanesulfonyl chloride). The solvent is N1=CC=CC=C1 (pyridine). Conditions: time 8 hour. Product: C(C1=CC=CC=C1)(C1=CC=CC=C1)(C1=CC=CC=C1)N1C=NC(=C1)COC=1C=C(C=CC1)NS(=O)(=O)C (N-[3-(1-trityl-1H-imidazol-4-ylmethoxy)-phenyl]methanesulfonamide). As a reaction SMILES: [C:1]([N:20]1[CH:24]=[C:23]([CH2:25][O:26][C:27]2[CH:28]=[C:29]([NH2:33])[CH:30]=[CH:31][CH:32]=2)[N:22]=[CH:21]1)([C:14]1[CH:19]=[CH:18][CH:17]=[CH:16][CH:15]=1)([C:8]1[CH:13]=[CH:12][CH:11]=[CH:10][CH:9]=1)[C:2]1[CH:7]=[CH:6][CH:5]=[CH:4][CH:3]=1.[CH3:34][S:35](Cl)(=[O:37])=[O:36]>N1C=CC=CC=1>[C:1]([N:20]1[CH:24]=[C:23]([CH2:25][O:26][C:27]2[CH:28]=[C:29]([NH:33][S:35]([CH3:34])(=[O:37])=[O:36])[CH:30]=[CH:31][CH:32]=2)[N:22]=[CH:21]1)([C:8]1[CH:9]=[CH:10][CH:11]=[CH:12][CH:13]=1)([C:2]1[CH:3]=[CH:4][CH:5]=[CH:6][CH:7]=1)[C:14]1[CH:19]=[CH:18][CH:17]=[CH:16][CH:15]=1. Procedure details: A mixture of 3-(1-trityl-1H-imidazol-4-ylmethoxy)phenylamine (0.7 g, from above) and methanesulfonyl chloride (0.3 mL) in pyridine (12 mL) was stirred at room temperature overnight. Pyridine was removed under reduced pressure. The residue was dissolved in dichloromethane and washed with water and brine. After drying over sodium sulfate and evaporation of the solvent, N-[3-(1-trityl-1H-imidazol-4-ylmethoxy)-phenyl]methanesulfonamide (0.7 g) was obtained. Reactants: C(C1=CC=CC=C1)(=O)O[C@@H]1C[C@@H]2CC(C3=C4C(C[C@H]([C@@H](CCCC(C)C)C)[C@]4(CC[C@@H]3[C@]2(CC1)C)C)=O)=O (3β-Benzoyloxy-5α-cholest-8(14)-ene-7,15-dione), NN (hydrazine). Run in C(C)O (ethanol). Conditions: temperature 90 celsius. Product: C(C1=CC=CC=C1)(=O)O[C@@H]1C[C@@H]2CC[C@H]3[C@@H]4CC[C@H]([C@@H](CCCC(C)C)C)[C@]4(CC[C@@H]3[C@]2(CC1)C)C (3β-Benzoyloxy-5α-Cholestane). The yield is 73.6%. As a reaction SMILES: [C:1]([O:9][C@H:10]1[CH2:34][CH2:33][C@@:32]2([CH3:35])[C@@H:12]([CH2:13][C:14](=O)[C:15]3[C@@H:31]2[CH2:30][CH2:29][C@@:28]2([CH3:36])[C:16]=3[C:17](=O)[CH2:18][C@@H:19]2[C@H:20]([CH3:27])[CH2:21][CH2:22][CH2:23][CH:24]([CH3:26])[CH3:25])[CH2:11]1)(=[O:8])[C:2]1[CH:7]=[CH:6][CH:5]=[CH:4][CH:3]=1.NN>C(O)C>[C:1]([O:9][C@H:10]1[CH2:34][CH2:33][C@@:32]2([CH3:35])[C@@H:12]([CH2:13][CH2:14][C@@H:15]3[C@@H:31]2[CH2:30][CH2:29][C@@:28]2([CH3:36])[C@H:16]3[CH2:17][CH2:18][C@@H:19]2[C@H:20]([CH3:27])[CH2:21][CH2:22][CH2:23][CH:24]([CH3:26])[CH3:25])[CH2:11]1)(=[O:8])[C:2]1[CH:7]=[CH:6][CH:5]=[CH:4][CH:3]=1. Procedure details: To 3β-benzoyloxy-5α-cholest-8(14)-ene-7,15-dione 10 (180 mg, 0.35 mmol) dissolved in ethanol (14 mL) was added anhydrous hydrazine (12 μl, 0.38 mmol) and the mixture was heated to 90° C. for 0.75 h. The solvent was evaporated under reduced pressure and the residue was purified by flash column chromatography on 4 g of silica gel 60 using EtOAc/CHCl3 (4:6) yielding 127 mg (71%) of pyridazine 12, which crystallized from CH2Cl2 /EtOAc, mp 215°-216° C. 1H NMR: δ8.06 (d, 2H, J=8.2 Hz) , 7.57 (dd, 1H, ...